Dataset: the Open Reaction Database (ORD), a public repository of structured organic reaction records. Task: describe an organic reaction: reactants, conditions, products, and yield Starting materials: CCCC[N+](CCCC)(CCCC)CCCC, CC(C)C(=O)Nc1cccc(C2CCNCC2)c1, COC(CCCl)c1ccccc1, CCN(C(C)C)C(C)C, ClC(Cl)Cl, [I-], N, C1COCCO1. Product: COC(CCN1CCC(c2cccc(NC(=O)C(C)C)c2)CC1)c1ccccc1. As a reaction SMILES: [CH2:42]([N+:43]([CH2:44][CH2:45][CH2:46][CH3:47])([CH2:48][CH2:49][CH2:50][CH3:51])[CH2:52][CH2:53][CH2:54][CH3:55])[CH2:56][CH2:57][CH3:58].[CH3:13][CH:14]([C:15](=[O:16])[NH:17][c:18]1[cH:19][c:20]([CH:24]2[CH2:25][CH2:26][NH:27][CH2:28][CH2:29]2)[cH:21][cH:22][cH:23]1)[CH3:30].[CH3:1][O:2][CH:3]([CH2:4][CH2:5][Cl:6])[c:7]1[cH:8][cH:9][cH:10][cH:11][cH:12]1.[CH:31]([N:32]([CH:33]([CH3:34])[CH3:35])[CH2:36][CH3:37])([CH3:38])[CH3:39].[Cl:65][CH:66]([Cl:67])[Cl:68].[I-:41].[NH3:40].[O:59]1[CH2:60][CH2:61][O:62][CH2:63][CH2:64]1>>[CH3:1][O:2][CH:3]([CH2:4][CH2:5][N:27]1[CH2:26][CH2:25][CH:24]([c:20]2[cH:19][c:18]([NH:17][C:15]([CH:14]([CH3:13])[CH3:30])=[O:16])[cH:23][cH:22][cH:21]2)[CH2:29][CH2:28]1)[c:7]1[cH:8][cH:9][cH:10][cH:11][cH:12]1.